Dataset: the Open Reaction Database (ORD), a public repository of structured organic reaction records. Task: describe an organic reaction: reactants, conditions, products, and yield Starting materials: CC[O-], COCCOC, CCOC(=O)C1=C(C)NC(CCl)=C(C(=O)OCC)C1c1cccc([N+](=O)[O-])c1, [Na+], O, O=S(=O)(O)O, S. Product: CCOC(=O)C1=C(C)NC(CS)=C(C(=O)OCC)C1c1cccc([N+](=O)[O-])c1. RXN SMILES: [CH3:2][CH2:3][O-:4].[CH3:39][O:40][CH2:41][CH2:42][O:43][CH3:44].[Cl:6][CH2:7][C:8]1=[C:13]([C:14](=[O:15])[O:16][CH2:17][CH3:18])[CH:12]([c:19]2[cH:20][c:21]([N+:25](=[O:26])[O-:27])[cH:22][cH:23][cH:24]2)[C:11]([C:28](=[O:29])[O:30][CH2:31][CH3:32])=[C:10]([CH3:33])[NH:9]1.[Na+:1].[OH2:45].[S:34](=[O:35])(=[O:36])([OH:37])[OH:38].[SH2:5]>>[CH2:7]([C:8]1=[C:13]([C:14](=[O:15])[O:16][CH2:17][CH3:18])[CH:12]([c:19]2[cH:20][c:21]([N+:25](=[O:26])[O-:27])[cH:22][cH:23][cH:24]2)[C:11]([C:28](=[O:29])[O:30][CH2:31][CH3:32])=[C:10]([CH3:33])[NH:9]1)[SH:34]. Starting materials: C(C)C1=CN(C=2N=CN=C(C21)N2CCC(CC2)NC(C2=CC=CC=C2)=O)S(=O)(=O)C2=CC=CC=C2 (N-{1-[5-ethyl-7-(phenylsulfonyl)-7H-pyrrolo[2,3-d]pyrimidin-4-yl]-4-piperidinyl}benzamide), C([O-])([O-])=O.[Cs+].[Cs+] (cesium carbonate). The solvent is CO (MeOH), C1CCOC1 (THF). Conditions: time 3 hour. The product is C(C)C1=CN=C2NC=NC(=C21)N2CCC(CC2)NC(C2=CC=CC=C2)=O (N-[1-(5-Ethyl-1H-pyrrolo[2,3-d]pyrimidin-4-yl)-4-piperidinyl]benzamide). RXN SMILES: [CH2:1]([C:3]1[C:11]2[C:10]([N:12]3[CH2:17][CH2:16][CH:15]([NH:18][C:19](=[O:26])[C:20]4[CH:25]=[CH:24][CH:23]=[CH:22][CH:21]=4)[CH2:14][CH2:13]3)=[N:9][CH:8]=[N:7][C:6]=2[N:5](S(C2C=CC=CC=2)(=O)=O)[CH:4]=1)[CH3:2].C(=O)([O-])[O-].[Cs+].[Cs+]>CO.C1COCC1>[CH2:1]([C:3]1[C:11]2[C:6]([NH:7][CH:8]=[N:9][C:10]=2[N:12]2[CH2:17][CH2:16][CH:15]([NH:18][C:19](=[O:26])[C:20]3[CH:21]=[CH:22][CH:23]=[CH:24][CH:25]=3)[CH2:14][CH2:13]2)=[N:5][CH:4]=1)[CH3:2] |f:1.2.3|. Reported procedure: A mixture of N-{1-[5-ethyl-7-(phenylsulfonyl)-7H-pyrrolo[2,3-d]pyrimidin-4-yl]-4-piperidinyl}benzamide D7 (174 mg) and cesium carbonate (347 mg, 1.066 mmol) in MeOH (1.5 mL) and THF (3 mL) was stirred at room temperature for 3 hours. LCMS showed loss of starting material so the mixture was partitioned between EtOAc (10 mL) and water (10 mL). The organic phase was isolated (phase separator) and then concentrated. The crude material was purified by MDAP to give E18 (6 mg), 1H NMR (d6-DMSO) δ 11.59... Reactants: FC(F)(F)c1cc(Br)c2nc(N3CCN(c4ncccc4C(F)(F)F)CC3)[nH]c2c1, O=C([O-])[O-], COCCOC, CCB(CC)c1cccnc1, [Na+], [Na+], c1ccc(P(c2ccccc2)(c2ccccc2)[Pd](P(c2ccccc2)(c2ccccc2)c2ccccc2)(P(c2ccccc2)(c2ccccc2)c2ccccc2)P(c2ccccc2)(c2ccccc2)c2ccccc2)cc1. Product: FC(F)(F)c1cc(-c2cccnc2)c2nc(N3CCN(c4ncccc4C(F)(F)F)CC3)[nH]c2c1. As a reaction SMILES: [Br:1][c:2]1[cH:3][c:4]([C:27]([F:28])([F:29])[F:30])[cH:5][c:6]2[nH:7][c:8]([N:11]3[CH2:12][CH2:13][N:14]([c:17]4[n:18][cH:19][cH:20][cH:21][c:22]4[C:23]([F:24])([F:25])[F:26])[CH2:15][CH2:16]3)[n:9][c:10]12.[C:42](=[O:43])([O-:44])[O-:45].[CH2:125]([CH2:126][O:127][CH3:128])[O:129][CH3:130].[CH2:31]([B:32]([CH2:33][CH3:40])[c:34]1[cH:35][n:36][cH:37][cH:38][cH:39]1)[CH3:41].[Na+:46].[Na+:47].[cH:48]1[cH:49][cH:50][c:51]([P:52]([Pd:53]([P:54]([c:55]2[cH:56][cH:57][cH:58][cH:59][cH:60]2)([c:61]2[cH:62][cH:63][cH:64][cH:65][cH:66]2)[c:67]2[cH:68][cH:69][cH:70][cH:71][cH:72]2)([P:73]([c:74]2[cH:75][cH:76][cH:77][cH:78][cH:79]2)([c:80]2[cH:81][cH:82][cH:83][cH:84][cH:85]2)[c:86]2[cH:87][cH:88][cH:89][cH:90][cH:91]2)[P:92]([c:93]2[cH:94][cH:95][cH:96][cH:97][cH:98]2)([c:99]2[cH:100][cH:101][cH:102][cH:103][cH:104]2)[c:105]2[cH:106][cH:107][cH:108][cH:109][cH:110]2)([c:111]2[cH:112][cH:113][cH:114][cH:115][cH:116]2)[c:117]2[cH:118][cH:119][cH:120][cH:121][cH:122]2)[cH:123][cH:124]1>>[c:2]1(-[c:34]2[cH:35][n:36][cH:37][cH:38][cH:39]2)[cH:3][c:4]([C:27]([F:28])([F:29])[F:30])[cH:5][c:6]2[nH:7][c:8]([N:11]3[CH2:12][CH2:13][N:14]([c:17]4[n:18][cH:19][cH:20][cH:21][c:22]4[C:23]([F:24])([F:25])[F:26])[CH2:15][CH2:16]3)[n:9][c:10]12. The reactants are O=C([O-])[O-], Oc1cnc2c(Cl)ccnc2c1, [Cs+], [Cs+], O=S(=O)(OCC(F)(F)F)C(F)(F)F, CN(C)C=O. Product: FC(F)(F)COc1cnc2c(Cl)ccnc2c1. As a reaction SMILES: [C:13](=[O:14])([O-:15])[O-:16].[Cl:1][c:2]1[cH:3][cH:4][n:5][c:6]2[cH:7][c:8]([OH:12])[cH:9][n:10][c:11]12.[Cs+:17].[Cs+:18].[F:19][C:20]([F:21])([F:22])[S:23]([O:24][CH2:25][C:26]([F:27])([F:28])[F:29])(=[O:30])=[O:31].[O:32]=[CH:33][N:34]([CH3:35])[CH3:36]>>[Cl:1][c:2]1[cH:3][cH:4][n:5][c:6]2[cH:7][c:8]([O:12][CH2:25][C:26]([F:27])([F:28])[F:29])[cH:9][n:10][c:11]12. The reactants are O=C(O)c1ccc2c(c1)CCc1ccc(O)cc1C2=O, CCO, CC(C)Br, Cl, [K+], [OH-], O. Product: CC(C)Oc1ccc2c(c1)C(=O)c1ccc(C(=O)O)cc1CC2. Reaction SMILES: [C:1](=[O:2])([OH:3])[c:4]1[cH:5][c:6]2[c:7]([cH:19][cH:20]1)[C:8](=[O:18])[c:9]1[c:10]([cH:13][cH:14][c:15]([OH:17])[cH:16]1)[CH2:11][CH2:12]2.[CH3:28][CH2:29][OH:30].[CH:23]([CH3:24])([CH3:25])[Br:26].[ClH:27].[K+:22].[OH-:21].[OH2:31]>>[C:1](=[O:2])([OH:3])[c:4]1[cH:5][c:6]2[c:7]([cH:19][cH:20]1)[C:8](=[O:18])[c:9]1[c:10]([cH:13][cH:14][c:15]([O:17][CH:23]([CH3:24])[CH3:25])[cH:16]1)[CH2:11][CH2:12]2. The reactants are N1C=NC=C1 (imidazole), OCC=1C=C(C=CC1)O (3-(hydroxymethyl)phenol), C(C)(C)(C)[Si](C)(C)Cl (tert-butyl(chloro)dimethylsilane). Solvent: CN(C)C=O (DMF). Run at time 8 hour. Yields the product [Si](C)(C)(C(C)(C)C)OCC=1C=C(C=CC1)O (3-({[tert-butyl(dimethyl)silyl]oxy}methyl)phenol). The yield is 92.3%. RXN SMILES: [OH:1][CH2:2][C:3]1[CH:4]=[C:5]([OH:9])[CH:6]=[CH:7][CH:8]=1.N1C=CN=C1.[C:15]([Si:19](Cl)([CH3:21])[CH3:20])([CH3:18])([CH3:17])[CH3:16]>CN(C=O)C>[Si:19]([O:1][CH2:2][C:3]1[CH:4]=[C:5]([OH:9])[CH:6]=[CH:7][CH:8]=1)([C:15]([CH3:18])([CH3:17])[CH3:16])([CH3:21])[CH3:20]. Reported procedure: To a solution of 79 g of 3-(hydroxymethyl)phenol in 300 mL of DMF cooled at 0° C. was added 50 g of imidazole followed by 101 g of tert-butyl(chloro)dimethylsilane. The reaction was warmed to rt and stirred overnight. The reaction was quenched with aqueous NH4Cl, extracted with EtOAc and washed with brine, dried over sodium sulfate, evaporated, and purified by flash chromatography (10–30% EtOAc/hexane) to afford 140 g of the title compound as a yellow oil.